From a dataset of the Open Reaction Database (ORD), a public repository of structured organic reaction records. describe an organic reaction: reactants, conditions, products, and yield The reactants are N#Cc1ccc(C=O)cc1, CC(=O)O[BH-](OC(C)=O)OC(C)=O, ClCCl, NC1CCCc2cccnc21, [Na+]. Yields the product N#Cc1ccc(CNC2CCCc3cccnc32)cc1. As a reaction SMILES: [C:12](#[N:13])[c:14]1[cH:15][cH:16][c:17]([CH:18]=[O:19])[cH:20][cH:21]1.[C:22]([O:23][BH-:24]([O:25][C:26](=[O:27])[CH3:28])[O:29][C:30](=[O:31])[CH3:32])(=[O:33])[CH3:34].[Cl:36][CH2:37][Cl:38].[NH2:1][CH:2]1[CH2:3][CH2:4][CH2:5][c:6]2[cH:7][cH:8][cH:9][n:10][c:11]21.[Na+:35]>>[NH:1]([CH:2]1[CH2:3][CH2:4][CH2:5][c:6]2[cH:7][cH:8][cH:9][n:10][c:11]21)[CH2:18][c:17]1[cH:16][cH:15][c:14]([C:12]#[N:13])[cH:21][cH:20]1. The reactants are 0.6, ClC=1C(=NC(=C(C1CO)Cl)F)F (3,5-dichloro-2,6-difluoro4-hydroxymethylpyridine), ClC(=C[C@H]1C([C@H]1C(=O)Cl)(C)C)C(F)(F)F (cis-3-(2-chloro-3,3,3-trifluoropropenyl)-2,2-dimethylcyclopropanecarbonyl chloride). Product: ClC(=C[C@H]1C([C@H]1C(=O)OCC1=C(C(=NC(=C1Cl)F)F)Cl)(C)C)C(F)(F)F ((3,5-DICHLORO-2,6-DIFLUOROPYRIDIN-4-YL)METHYL CIS-3-(2-CHLORO-3,3,3-TRIFLUOROPROPENYL)-2,2-DIMETHYLCYCLOPROPANECARBOXYLATE). Reaction SMILES: [Cl:1][C:2]1[C:3]([F:12])=[N:4][C:5]([F:11])=[C:6]([Cl:10])[C:7]=1[CH2:8][OH:9].[Cl:13][C:14]([C:24]([F:27])([F:26])[F:25])=[CH:15][C@@H:16]1[C@H:18]([C:19](Cl)=[O:20])[C:17]1([CH3:23])[CH3:22]>>[Cl:13][C:14]([C:24]([F:25])([F:26])[F:27])=[CH:15][C@@H:16]1[C@H:18]([C:19]([O:9][CH2:8][C:7]2[C:2]([Cl:1])=[C:3]([F:12])[N:4]=[C:5]([F:11])[C:6]=2[Cl:10])=[O:20])[C:17]1([CH3:23])[CH3:22]. Procedure details: By The method of Example 2, 0.6 (0.002 mole) of 3,5-dichloro2,6-difluoro-4-hydroxymethylpyridine (Example 15) was reacted with 0.61 g (0.002 mole) of cis-3-(2-chloro-3,3,3-trifluoropropenyl)-2,2-dimethylcyclopropanecarbonyl chloride to produce, after purification using the Chromatotron, 0.5 g of (3,5-dichloro-2,6-difluoropyridin-4-yl)methyl cis-3-(2-chloro-3,3,3-trifluoropropenyl)-2,2-dimethylcyclopropanecarboxylate as a clear, white liquid, compound 21 in the Tables below.